describe an organic reaction: reactants, conditions, products, and yield From a dataset of the Open Reaction Database (ORD), a public repository of structured organic reaction records. The reactants are Nc1c(Br)cc(Cl)cc1Br, [Li]CCCC, C1CCOC1, CCCCCC, CC=O, Cl. Product: CC(O)c1cc(Cl)cc(Br)c1N. As a reaction SMILES: [Br:1][c:2]1[c:3]([NH2:4])[c:5]([Br:10])[cH:6][c:7]([Cl:9])[cH:8]1.[CH2:11]([Li:12])[CH2:13][CH2:14][CH3:15].[CH2:26]1[O:27][CH2:28][CH2:29][CH2:30]1.[CH3:16][CH2:17][CH2:18][CH2:19][CH2:20][CH3:21].[CH:22]([CH3:23])=[O:24].[ClH:25]>>[c:2]1([CH:22]([CH3:23])[OH:24])[c:3]([NH2:4])[c:5]([Br:10])[cH:6][c:7]([Cl:9])[cH:8]1. Starting materials: Cl (HCl), N1C=NC=C1 (Imidazole), IC=1C(NC(N([C@H]2[C@H](O)[C@H](O)[C@@H](CO)O2)C1)=O)=O (5-Iodouridine), C(C)(C)(C)[Si](Cl)(C)C (tert-butyldimethylchlorosilane). Run in CN(C)C=O (DMF). Conditions: time 16 hour. Yields the product [Si](C)(C)(C(C)(C)C)OC[C@@H]1[C@H]([C@H]([C@@H](O1)N1C(=O)NC(=O)C(=C1)I)O)O (5′-O-tert-Butyldimethylsilyl-5-iodouridine). Isolated yield 71.7%. RXN SMILES: N1C=CN=C1.[I:6][C:7]1[C:8](=[O:23])[NH:9][C:10](=[O:22])[N:11]([CH:21]=1)[C@@H:12]1[O:20][C@H:17]([CH2:18][OH:19])[C@@H:15]([OH:16])[C@H:13]1[OH:14].[C:24]([Si:28]([CH3:31])([CH3:30])Cl)([CH3:27])([CH3:26])[CH3:25].Cl>CN(C=O)C>[Si:28]([O:19][CH2:18][C@H:17]1[O:20][C@@H:12]([N:11]2[CH:21]=[C:7]([I:6])[C:8](=[O:23])[NH:9][C:10]2=[O:22])[C@H:13]([OH:14])[C@@H:15]1[OH:16])([C:24]([CH3:27])([CH3:26])[CH3:25])([CH3:31])[CH3:30]. Procedure details: Imidazole (216 mg) was added to a mixture of triol 3a (490 mg) and tert-butyldimethylchlorosilane (239 mg) in 1 mL of DMF cooled by an ice bath. The mixture was allowed to warm to room temperature. After 16 hours, the mixture was poured into 0.1 M HCl (25 mL) and extracted with ethyl acetate (3×50 mL), the aqueous phases were washed with water, dried over anhydrous MgSO4, and concentrated in vacuo. Purification by flash chromatography (7% MeOH/CH2Cl2) gave 460 mg of the product as a colorless so...